From a dataset of the Open Reaction Database (ORD), a public repository of structured organic reaction records. describe an organic reaction: reactants, conditions, products, and yield As a reaction SMILES: [CH3:20][OH:21].[N+:1](=[O:2])([O-:3])[c:4]1[c:5]([CH3:19])[c:6]([CH2:7][NH:8][C:9](=[O:10])[C:11]([F:12])([F:13])[F:14])[cH:15][cH:16][c:17]1[CH3:18]>>[N+:1](=[O:2])([O-:3])[c:4]1[c:5]([CH3:19])[c:6]([CH2:7][NH2:8])[cH:15][cH:16][c:17]1[CH3:18]. Starting materials: CO, Cc1ccc(CNC(=O)C(F)(F)F)c(C)c1[N+](=O)[O-]. Yields the product Cc1ccc(CN)c(C)c1[N+](=O)[O-]. Starting materials: Cc1ccccc1, CCOC(=O)C(CCO)=C(c1ccc(Cl)cc1)c1ccc(S(C)(=O)=O)cc1, Cc1ccc(S(=O)(=O)O)cc1. The product is CS(=O)(=O)c1ccc(C(=C2CCOC2=O)c2ccc(Cl)cc2)cc1. Reaction SMILES: [CH3:39][c:40]1[cH:41][cH:42][cH:43][cH:44][cH:45]1.[Cl:1][c:2]1[cH:3][cH:4][c:5]([C:8](=[C:9]([C:10](=[O:11])[O:12][CH2:13][CH3:17])[CH2:15][CH2:14][OH:16])[c:18]2[cH:19][cH:20][c:21]([S:24](=[O:25])(=[O:26])[CH3:27])[cH:22][cH:23]2)[cH:6][cH:7]1.[c:28]1([CH3:29])[cH:30][cH:31][c:32]([S:33]([OH:34])(=[O:35])=[O:36])[cH:37][cH:38]1>>[Cl:1][c:2]1[cH:3][cH:4][c:5]([C:8](=[C:9]2[C:10](=[O:11])[O:12][CH2:13][CH2:15]2)[c:18]2[cH:19][cH:20][c:21]([S:24](=[O:25])(=[O:26])[CH3:27])[cH:22][cH:23]2)[cH:6][cH:7]1. Reactants: OC(C)C(C(=O)OCC)C(C(C(=O)OCC1=CC=CC=C1)C)NCC1=CC=CC=C1 (Ethyl benzyl (2SR,3RS,4RS)-2-[1(SR)-hydroxyethyl]-3-benzylamino-4-methylpentanedioate). The reagents and catalysts are [OH-].[Pd+2].[OH-].[C] (palladium hydroxide carbon). Solvent: CO (methanol). Product: OC(C)C(C(=O)O)C(C(C)C(=O)OCC)N ((2SR,3RS,4RS)-2-[1(SR)-hydroxyethyl]-3-amino-4-ethoxycarbonylpentanoic acid). Reaction SMILES: [OH:1][CH:2]([CH:4]([CH:10]([NH:23]CC1C=CC=CC=1)[CH:11]([CH3:22])[C:12]([O:14][CH2:15][C:16]1C=CC=CC=1)=[O:13])[C:5]([O:7]CC)=[O:6])[CH3:3]>CO.[OH-].[Pd+2].[OH-].[C]>[OH:1][CH:2]([CH:4]([CH:10]([NH2:23])[CH:11]([C:12]([O:14][CH2:15][CH3:16])=[O:13])[CH3:22])[C:5]([OH:7])=[O:6])[CH3:3] |f:2.3.4.5|. Reported procedure: Ethyl benzyl (2SR,3RS,4RS)-2-[1(SR)-hydroxyethyl]-3-benzylamino-4-methylpentanedioate (509 mg) was dissolved in methanol (5 ml), and palladium hydroxide-carbon (102 mg) was added thereto, followed by shaking at room temperature under hydrogen atmosphere (3 to 4 kg/cm2). After consumption of the designed amount of hydrogen, the catalyst was removed by filtration. The filtrate was concentrated under reduced pressure to give (2SR,3RS,4RS)-2-[1(SR)-hydroxyethyl]-3-amino-4-ethoxycarbonylpentanoic aci... RXN SMILES: [C:30](=[O:31])([O-:32])[O-:33].[CH3:36][N:37]([CH3:38])[CH:39]=[O:40].[Cs+:34].[Cs+:35].[N+:13]([c:14]1[cH:15][c:16]([S:17]([O:18][CH2:26][CH:27]2[O:28][CH2:29]2)(=[O:19])=[O:20])[cH:21][cH:22][cH:23]1)([O-:24])=[O:25].[OH:1][c:2]1[c:3]([C:4](=[O:5])[O:6][CH3:7])[cH:8][c:9]([CH3:12])[cH:10][cH:11]1>>[O:1]([c:2]1[c:3]([C:4](=[O:5])[O:6][CH3:7])[cH:8][c:9]([CH3:12])[cH:10][cH:11]1)[CH2:26][CH:27]1[O:28][CH2:29]1. The product is COC(=O)c1cc(C)ccc1OCC1CO1. Starting materials: O=C([O-])[O-], CN(C)C=O, [Cs+], [Cs+], O=[N+]([O-])c1cccc(S(=O)(=O)OCC2CO2)c1, COC(=O)c1cc(C)ccc1O. The reactants are CC(C)CCON=O, CCOC(C)=O, Cn1c(-c2cccc(F)c2)nc2c(Cl)nc(N)nc21, [I-], C1CCOC1. The product is Cn1c(-c2cccc(F)c2)nc2c(Cl)nc(I)nc21. Reaction SMILES: [CH3:21][CH:22]([CH2:23][CH2:24][O:25][N:26]=[O:27])[CH3:28].[CH3:34][CH2:35][O:36][C:37](=[O:38])[CH3:39].[Cl:1][c:2]1[c:3]2[n:4][c:5](-[c:13]3[cH:14][c:15]([F:19])[cH:16][cH:17][cH:18]3)[n:6]([CH3:12])[c:7]2[n:8][c:9]([NH2:11])[n:10]1.[I-:20].[O:29]1[CH2:30][CH2:31][CH2:32][CH2:33]1>>[Cl:1][c:2]1[c:3]2[n:4][c:5](-[c:13]3[cH:14][c:15]([F:19])[cH:16][cH:17][cH:18]3)[n:6]([CH3:12])[c:7]2[n:8][c:9]([I:20])[n:10]1. Starting materials: ClC1=C(C=C(C=C1)[N+](=O)[O-])[C@]1(N=C(OCC1(F)F)N)C ((R)-4-(2-chloro-5-nitro-phenyl)-5,5-difluoro-4-methyl-5,6-dihydro-4H-[1,3]oxazin-2-ylamine). The reagents and catalysts are [Ni] (Raney nickel). Solvent: O1CCCC1 (tetrahydrofurane). Run at temperature 0 celsius, time 15 minute. Yields the product NC=1C=CC(=C(C1)[C@]1(N=C(OCC1(F)F)N)C)Cl ((R)-4-(5-amino-2-chloro-phenyl)-5,5-difluoro-4-methyl-5,6-dihydro-4H-[1,3]oxazin-2-ylamine). The yield is 95.2%. As a reaction SMILES: [Cl:1][C:2]1[CH:7]=[CH:6][C:5]([N+:8]([O-])=O)=[CH:4][C:3]=1[C@:11]1([CH3:20])[C:16]([F:18])([F:17])[CH2:15][O:14][C:13]([NH2:19])=[N:12]1>O1CCCC1.[Ni]>[NH2:8][C:5]1[CH:6]=[CH:7][C:2]([Cl:1])=[C:3]([C@:11]2([CH3:20])[C:16]([F:17])([F:18])[CH2:15][O:14][C:13]([NH2:19])=[N:12]2)[CH:4]=1. Procedure: Under an inert atmosphere of argon a solution of (R)-4-(2-chloro-5-nitro-phenyl)-5,5-difluoro-4-methyl-5,6-dihydro-4H-[1,3]oxazin-2-ylamine (intermediate X-3) (50 mg, 0.16 mmol) in tetrahydrofurane (1 ml) was treated at 0° C. with Raney nickel (50% in water, 0.07 ml). The mixture was stirred under hydrogen atmosphere at 0° C. for 15 minutes. The catalyst was filtered off and the filtrate was evaporated at reduced pressure to give the (R)-4-(5-amino-2-chloro-phenyl)-5,5-difluoro-4-methyl-5,6-dihy... Starting materials: O=c1cc(-c2ccc(F)cc2)cn[nH]1, O=P(Cl)(Cl)Cl. Yields the product Fc1ccc(-c2cnnc(Cl)c2)cc1. Reaction SMILES: [F:1][c:2]1[cH:3][cH:4][c:5](-[c:8]2[cH:9][c:10](=[O:14])[nH:11][n:12][cH:13]2)[cH:6][cH:7]1.[P:15]([Cl:16])([Cl:17])([Cl:18])=[O:19]>>[F:1][c:2]1[cH:3][cH:4][c:5](-[c:8]2[cH:9][c:10]([Cl:17])[n:11][n:12][cH:13]2)[cH:6][cH:7]1.